Task: describe an organic reaction: reactants, conditions, products, and yield. Dataset: the Open Reaction Database (ORD), a public repository of structured organic reaction records The product is C1(=CC=CC=C1)COC(CC1=C(C(CCC1)=O)O)=O (Phenylmethyl(2-hydroxy-3-oxo-1-cyclohexen-1-yl)acetate). Solvent: CN1C(CNC2=C1C(=O)N=C(N2)N)CNC3=CC=C(C=C3)C(=O)NC(CCC(=O)O)C(=O)O (methyl-THF), CN1C(CNC2=C1C(=O)N=C(N2)N)CNC3=CC=C(C=C3)C(=O)NC(CCC(=O)O)C(=O)O (methyl-THF). Conditions: temperature -10 celsius, time 15 minute. As a reaction SMILES: C([Li])CCC.C(NC(C)C)(C)C.[C:13]1(=[O:20])[CH2:18][CH2:17][CH2:16][CH2:15][C:14]1=[O:19].Br[CH2:22][C:23]([O:25][CH2:26][C:27]1[CH:32]=[CH:31][CH:30]=[CH:29][CH:28]=1)=[O:24]>CN1C2C(N=C(N)NC=2NCC1CNC1C=CC(C(NC(C(O)=O)CCC(O)=O)=O)=CC=1)=O>[C:27]1([CH2:26][O:25][C:23](=[O:24])[CH2:22][C:18]2[CH2:17][CH2:16][CH2:15][C:14](=[O:19])[C:13]=2[OH:20])[CH:32]=[CH:31][CH:30]=[CH:29][CH:28]=1. Reactants: enol, BrCC(=O)OCC1=CC=CC=C1 (benzyl bromoacetate), solution, C(CCC)[Li] (n-butyl lithium), C(C)(C)NC(C)C (diisopropylamine), enol, C1(C(CCCC1)=O)=O (1,2-cyclohexanedione). Procedure: A 1.6M solution of n-butyl lithium (81 mL, 130 mmol) was added to a stirred solution of diisopropylamine (18.26 mL) in methyl-THF (150 mL) at −10° C. The resulting solution was stirred at −10° C. for 15 mins. 1,2-cyclohexanedione (6.84 g) was added to the reaction mixture as a solution in methyl-THF (30 mL). During the addition the internal temperature of the reaction was maintained between −15° C. and −5° C. by modulation of delivery rate. The resulting dark orange/brown solution was stirred at...